From a dataset of the Open Reaction Database (ORD), a public repository of structured organic reaction records. describe an organic reaction: reactants, conditions, products, and yield Reactants: FC1=C(C=CC(=C1)S(=O)(=O)C)O (2-fluoro-4-methanesulfonyl-phenol), FC1=C(C=CC(=C1)S(=O)(=O)C)O (2-fluoro-4-methanesulfonyl-phenol), ClC1=C2C(=NC=N1)N(N=C2)[C@@H]2CC[C@@H](CC2)C2=NC(=NO2)C(C)C (4-chloro-1-[4-(3-isopropyl-[1,2,4]oxadiazol-5-yl)-cis-cyclohexyl]-1H-pyrazolo[3,4-d]pyrimidine), ClC1=C2C(=NC=N1)N(N=C2)[C@@H]2CC[C@@H](CC2)C2=NC(=NO2)C(C)C (4-chloro-1-[4-(3-isopropyl-[1,2,4]oxadiazol-5-yl)-cis-cyclohexyl]-1H-pyrazolo[3,4-d]pyrimidine), C([O-])([O-])=O.[K+].[K+] (potassium carbonate). Solvent: CN(C)C=O (DMF). Run at temperature 180 celsius. The product is FC1=C(OC2=C3C(=NC=N2)N(N=C3)[C@@H]3CC[C@@H](CC3)C3=NC(=NO3)C(C)C)C=CC(=C1)S(=O)(=O)C (4-(2-fluoro-4-methanesulfonyl-phenoxy)-1-[4-(3-isopropyl-[1,2,4]oxadiazol-5-yl)-cis-cyclohexyl]-1H-pyrazolo[3,4-d]pyrimidine). Yield: 55.8%. RXN SMILES: [F:1][C:2]1[CH:7]=[C:6]([S:8]([CH3:11])(=[O:10])=[O:9])[CH:5]=[CH:4][C:3]=1[OH:12].Cl[C:14]1[N:19]=[CH:18][N:17]=[C:16]2[N:20]([C@H:23]3[CH2:28][CH2:27][C@@H:26]([C:29]4[O:33][N:32]=[C:31]([CH:34]([CH3:36])[CH3:35])[N:30]=4)[CH2:25][CH2:24]3)[N:21]=[CH:22][C:15]=12.C(=O)([O-])[O-].[K+].[K+]>CN(C=O)C>[F:1][C:2]1[CH:7]=[C:6]([S:8]([CH3:11])(=[O:9])=[O:10])[CH:5]=[CH:4][C:3]=1[O:12][C:14]1[N:19]=[CH:18][N:17]=[C:16]2[N:20]([C@H:23]3[CH2:28][CH2:27][C@@H:26]([C:29]4[O:33][N:32]=[C:31]([CH:34]([CH3:36])[CH3:35])[N:30]=4)[CH2:25][CH2:24]3)[N:21]=[CH:22][C:15]=12 |f:2.3.4|. Procedure: A mixture of 2-fluoro-4-methanesulfonyl-phenol (Intermediate 1; 101 mg, 0.53 mmol), 4-chloro-1-[4-(3-isopropyl-[1,2,4]oxadiazol-5-yl)-cis-cyclohexyl]-1H-pyrazolo[3,4-d]pyrimidine (Intermediate 25; 185 mg, 0.53 mmol) and potassium carbonate (48 mg, 0.53 mmol) in anhydrous DMF (5 mL) was heated in a microwave at 180° C. for 10 min. The mixture was filtered. The filtrate was concentrated and purified using a Supelco 23 g column, eluting with 0-3% methanol/dichloromethane to give 4-(2-fluoro-4-metha... Run in C(Cl)(Cl)(Cl)Cl (carbon tetrachloride). Yields the product C(C)C1=CC2=C(C(C3=C(CC2)C=CC=C3)=O)C=C1 (2-ethyl-10,11-dihydro-5H-dibenzo[a,d]cyclohepten-5-one), 2-ethyl-5H-dibenzo[a,d]cyclohepten-5-one,m. Procedure: 60.5 Gm. of 2-methyl-10,11-dihydro-5H-dibenzo[a,d]cyclohepten-5-one is refluxed in 500 ml. of carbon tetrachloride with 58.2 gm. of N-bromosuccinimide for 8 hours. The solution is cooled and filtered and the solvent removed under vacuum. The residue is dissolved in 200 ml. of dimethylformamide and 44 gm. of 1,5-diazabicyclo[3.4.0]nonene-5 is added. The mixture is heated to 80° C. for 20 minutes, then cooled and added to water. The solution is extracted with ether and the extract washed, dried an... Conditions: temperature 80 celsius. The reactants are 2-methyl-5H-dibenzo[a,d]cyclohepten-5-one,m, CC1=CC2=C(C(C3=C(CC2)C=CC=C3)=O)C=C1 (2-methyl-10,11-dihydro-5H-dibenzo[a,d]cyclohepten-5-one), BrN1C(CCC1=O)=O (N-bromosuccinimide). As a reaction SMILES: [CH3:1][C:2]1[CH:17]=[CH:16][C:5]2[C:6](=[O:15])[C:7]3[CH:14]=[CH:13][CH:12]=[CH:11][C:8]=3[CH2:9][CH2:10][C:4]=2[CH:3]=1.BrN1C(=O)CC[C:20]1=O>C(Cl)(Cl)(Cl)Cl>[CH2:1]([C:2]1[CH:17]=[CH:16][C:5]2[C:6](=[O:15])[C:7]3[CH:14]=[CH:13][CH:12]=[CH:11][C:8]=3[CH2:9][CH2:10][C:4]=2[CH:3]=1)[CH3:20].